From a dataset of the Open Reaction Database (ORD), a public repository of structured organic reaction records. describe an organic reaction: reactants, conditions, products, and yield The reactants are O=C([O-])O, CCOC(C)=O, Cc1cc(C(F)(C(F)(F)F)C(F)(F)F)cc(C)c1C(=O)Cl, Nc1cccc(N)c1, [Na+], C1CCOC1. Product: Cc1cc(C(F)(C(F)(F)F)C(F)(F)F)cc(C)c1C(=O)Nc1cccc(N)c1. As a reaction SMILES: [C:41](=[O:42])([O-:43])[OH:44].[CH3:35][CH2:36][O:37][C:38](=[O:39])[CH3:40].[CH3:9][c:10]1[c:11]([C:12](=[O:13])[Cl:14])[c:15]([CH3:29])[cH:16][c:17]([C:19]([C:20]([F:21])([F:22])[F:23])([C:24]([F:25])([F:26])[F:27])[F:28])[cH:18]1.[NH2:1][c:2]1[cH:3][cH:4][cH:5][c:6]([NH2:7])[cH:8]1.[Na+:45].[O:30]1[CH2:31][CH2:32][CH2:33][CH2:34]1>>[NH2:1][c:2]1[cH:3][cH:4][cH:5][c:6]([NH:7][C:12]([c:11]2[c:10]([CH3:9])[cH:18][c:17]([C:19]([C:20]([F:21])([F:22])[F:23])([C:24]([F:25])([F:26])[F:27])[F:28])[cH:16][c:15]2[CH3:29])=[O:13])[cH:8]1. RXN SMILES: Br[CH:2]([CH3:11])/[C:3](/OC)=[CH:4]\[C:5]([O:7][CH3:8])=[O:6].[C:12]([NH2:20])(=[O:19])[C:13]1[CH:18]=[CH:17][CH:16]=[CH:15][CH:14]=1>>[CH3:11][C:2]1[O:19][C:12]([C:13]2[CH:18]=[CH:17][CH:16]=[CH:15][CH:14]=2)=[N:20][C:3]=1[CH2:4][C:5]([O:7][CH3:8])=[O:6]. The reactants are BrC(\C(=C/C(=O)OC)\OC)C (methyl (E)-4-bromo-3-methoxy-pent-2-enoate), C(C1=CC=CC=C1)(=O)N (benzamide). Procedure details: reacting methyl (E)-4-bromo-3-methoxy-pent-2-enoate with benzamide to give methyl 2-(5-methyl-2-phenyl-4-oxazolyl)acetate, Product: CC1=C(N=C(O1)C1=CC=CC=C1)CC(=O)OC (methyl 2-(5-methyl-2-phenyl-4-oxazolyl)acetate). The reactants are COC(C1=C(C(=CC(=C1)F)[N+](=O)[O-])C)=O (5-fluoro-2-methyl-3-nitrobenzoic acid methyl ester), C1(CCC(N1)=O)=O (succinimide), BrN1C(CCC1=O)=O (N-bromosuccinimide), C(C1=CC=CC=C1)(=O)OOC(C1=CC=CC=C1)=O (benzoyl peroxide). The solvent is C(Cl)(Cl)(Cl)Cl (carbon tetrachloride). Product: 2.47.g, COC(C1=C(C(=CC(=C1)F)[N+](=O)[O-])CBr)=O (2-(Bromomethyl)-5-fluoro-3-nitrobenzoic acid methyl ester). Yield: 75.9%. RXN SMILES: [CH3:1][O:2][C:3](=[O:15])[C:4]1[CH:9]=[C:8]([F:10])[CH:7]=[C:6]([N+:11]([O-:13])=[O:12])[C:5]=1[CH3:14].[Br:16]N1C(=O)CCC1=O.C(OOC(=O)C1C=CC=CC=1)(=O)C1C=CC=CC=1.C1(=O)NC(=O)CC1>C(Cl)(Cl)(Cl)Cl>[CH3:1][O:2][C:3](=[O:15])[C:4]1[CH:9]=[C:8]([F:10])[CH:7]=[C:6]([N+:11]([O-:13])=[O:12])[C:5]=1[CH2:14][Br:16]. Procedure details: 2.37 g (11.12 mmol) of 5-fluoro-2-methyl-3-nitrobenzoic acid methyl ester is added in 35 ml of carbon tetrachloride and mixed with 2.24 g (12.24 mmol) of N-bromosuccinimide and 5.4 mg of benzoyl peroxide. After four days of refluxing, the succinimide is suctioned off (glass-fiber filter) after cooling, and then the filtrate is spun in until a dry state is reached. Chromatography on a Flashmaster yields 2.47.g (75.9%) of the desired compound. Reactants: CC(C)(C)OC(=O)N1CCC1COc1cnc(Cl)c(Br)c1, Cc1ccccc1, C=C[Sn](CCCC)(CCCC)CCCC, c1ccc(P(c2ccccc2)(c2ccccc2)[Pd](P(c2ccccc2)(c2ccccc2)c2ccccc2)(P(c2ccccc2)(c2ccccc2)c2ccccc2)P(c2ccccc2)(c2ccccc2)c2ccccc2)cc1. The product is C=Cc1cc(OCC2CCN2C(=O)OC(C)(C)C)cnc1Cl. Reaction SMILES: [Br:1][c:2]1[cH:3][c:4]([O:9][CH2:10][CH:11]2[N:12]([C:15](=[O:16])[O:17][C:18]([CH3:19])([CH3:20])[CH3:21])[CH2:13][CH2:14]2)[cH:5][n:6][c:7]1[Cl:8].[CH3:37][c:38]1[cH:39][cH:40][cH:41][cH:42][cH:43]1.[CH:22](=[CH2:23])[Sn:24]([CH2:25][CH2:26][CH2:27][CH3:28])([CH2:29][CH2:30][CH2:31][CH3:32])[CH2:33][CH2:34][CH2:35][CH3:36].[cH:44]1[cH:45][cH:46][c:47]([P:48]([Pd:49]([P:50]([c:51]2[cH:52][cH:53][cH:54][cH:55][cH:56]2)([c:57]2[cH:58][cH:59][cH:60][cH:61][cH:62]2)[c:63]2[cH:64][cH:65][cH:66][cH:67][cH:68]2)([P:69]([c:70]2[cH:71][cH:72][cH:73][cH:74][cH:75]2)([c:76]2[cH:77][cH:78][cH:79][cH:80][cH:81]2)[c:82]2[cH:83][cH:84][cH:85][cH:86][cH:87]2)[P:88]([c:89]2[cH:90][cH:91][cH:92][cH:93][cH:94]2)([c:95]2[cH:96][cH:97][cH:98][cH:99][cH:100]2)[c:101]2[cH:102][cH:103][cH:104][cH:105][cH:106]2)([c:107]2[cH:108][cH:109][cH:110][cH:111][cH:112]2)[c:113]2[cH:114][cH:115][cH:116][cH:117][cH:118]2)[cH:119][cH:120]1>>[c:2]1([CH:22]=[CH2:23])[cH:3][c:4]([O:9][CH2:10][CH:11]2[N:12]([C:15](=[O:16])[O:17][C:18]([CH3:19])([CH3:20])[CH3:21])[CH2:13][CH2:14]2)[cH:5][n:6][c:7]1[Cl:8]. Reactants: FC1=CC=C(C=C1)C1=NC=CC(=C1)C (2-(p-fluorophenyl)-4-methyl-pyridine), BrN1C(CCC1=O)=O (N-bromosuccinimide), C(C1=CC=CC=C1)(=O)OOC(C1=CC=CC=C1)=O (benzoylperoxide). The solvent is C(Cl)(Cl)(Cl)Cl (CCl4). Yields the product FC1=CC=C(C=C1)C1=NC=CC(=C1)CBr (2-(p-fluorophenyl)-4-bromomethyl-pyridine). Yield: 88.7%. Reaction SMILES: [F:1][C:2]1[CH:7]=[CH:6][C:5]([C:8]2[CH:13]=[C:12]([CH3:14])[CH:11]=[CH:10][N:9]=2)=[CH:4][CH:3]=1.[Br:15]N1C(=O)CCC1=O.C(OOC(=O)C1C=CC=CC=1)(=O)C1C=CC=CC=1>C(Cl)(Cl)(Cl)Cl>[F:1][C:2]1[CH:3]=[CH:4][C:5]([C:8]2[CH:13]=[C:12]([CH2:14][Br:15])[CH:11]=[CH:10][N:9]=2)=[CH:6][CH:7]=1. Procedure: A mixture of 2-(p-fluorophenyl)-4-methyl-pyridine (0.5 g, 2.67 mmol), N-bromosuccinimide (0.48 g, 2.69 mmol), and a catalytic amount of benzoylperoxide in CCl4 (50 ml) was stirred at reflux temperature and irradiated by means of an ordinary 250-W UV lamp for 4 hrs. Afterwards, the reaction mixture was cooled and subsequently triturated with Et2O/petroleum benzine. The precipitate was removed by filtration, and the filtrate was concentrated in vacuo to give 2-(p-fluorophenyl)-4-bromomethyl-pyridi... Starting materials: C(C)(C)(C)OP(=O)(OC(C)(C)C)C(C1=CC=C(CC(N)C(=O)OC)C=C1)O (Methyl 4-[bis(tert-butoxy)phosphorylhydroxymethyl]-D,L-phenylalaninate), [OH-].[Na+] (NaOH). Run in O1CCOCC1 (dioxane). Reaction conditions: time 0.5 hour. Product: C(C)(C)(C)OP(=O)(OC(C)(C)C)C(C1=CC=C(CC(N)C(=O)O)C=C1)O (4-[bis(tert-Butoxy)phosphorylhydroxymethyl]-D,L-phenylalanine). Reaction SMILES: [C:1]([O:5][P:6]([CH:13]([OH:27])[C:14]1[CH:26]=[CH:25][C:17]([CH2:18][CH:19]([C:21]([O:23]C)=[O:22])[NH2:20])=[CH:16][CH:15]=1)([O:8][C:9]([CH3:12])([CH3:11])[CH3:10])=[O:7])([CH3:4])([CH3:3])[CH3:2].[OH-].[Na+]>O1CCOCC1>[C:9]([O:8][P:6]([CH:13]([OH:27])[C:14]1[CH:26]=[CH:25][C:17]([CH2:18][CH:19]([C:21]([OH:23])=[O:22])[NH2:20])=[CH:16][CH:15]=1)([O:5][C:1]([CH3:3])([CH3:4])[CH3:2])=[O:7])([CH3:10])([CH3:11])[CH3:12] |f:1.2|. Procedure: A solution of compound 8 (410 mg, 1.02 mmol) in dioxane (10 mL) is treated with 1 N NaOH (5.1 mL, 5 eq.) and stirred at ambient temperature (0.5 h), yielding a solution of crude 4-[bis(tert-Butoxy)phosphorylhydroxymethyl]-D,L-phenylalanine (15), which is not isolated. The pH is adjusted to 8 by bubbling in CO2 gas, Fmoc-OBT (402 mg, 1.12 mmol) is added and the mixture stirred at ambient temperature (3.5 hours). Ice-cold 5% citric acid (25 mL) is added and the resultant solution is extracted with... Yields the product CCCCOc1ccc2c(c1-c1ncnc3c(C(=O)NC4CCCN(C(=O)CC)C4)c[nH]c13)OCO2. Reactants: CCC(=O)Cl, CCCCOc1ccc2c(c1-c1ncnc3c(C(=O)NC4CCCNC4)c[nH]c13)OCO2. As a reaction SMILES: [C:33]([CH2:34][CH3:35])(=[O:36])[Cl:37].[NH:1]1[CH2:2][CH:3]([NH:7][C:8](=[O:9])[c:10]2[cH:11][nH:12][c:13]3[c:14]2[n:15][cH:16][n:17][c:18]3-[c:19]2[c:20]([O:28][CH2:29][CH2:30][CH2:31][CH3:32])[cH:21][cH:22][c:23]3[c:27]2[O:26][CH2:25][O:24]3)[CH2:4][CH2:5][CH2:6]1>>[N:1]1([C:33]([CH2:34][CH3:35])=[O:36])[CH2:2][CH:3]([NH:7][C:8](=[O:9])[c:10]2[cH:11][nH:12][c:13]3[c:14]2[n:15][cH:16][n:17][c:18]3-[c:19]2[c:20]([O:28][CH2:29][CH2:30][CH2:31][CH3:32])[cH:21][cH:22][c:23]3[c:27]2[O:26][CH2:25][O:24]3)[CH2:4][CH2:5][CH2:6]1. Reactants: C1(=CC=CC=C1)SCN1S(N(C(C1=O)CC1=CC=CC=C1)C)(=O)=O (2-phenylthiomethyl-4-phenylmethyl-5-methyl-1,2,5-thiadiazolidin-3-one 1,1-dioxide), C(Cl)Cl (methylene chloride). Run at time 3.5 hour. Product: ClCN1SN(C(C1=O)CC1=CC=CC=C1)C (2-chloromethyl-4-phenylmethyl-5-methyl-1,2,5-thiadiazolidin-3-one). Yield: 92.4%. Reaction SMILES: C1(S[CH2:8][N:9]2[C:13](=[O:14])[CH:12]([CH2:15][C:16]3[CH:21]=[CH:20][CH:19]=[CH:18][CH:17]=3)[N:11]([CH3:22])[S:10]2(=O)=O)C=CC=CC=1.C(Cl)[Cl:26]>>[Cl:26][CH2:8][N:9]1[C:13](=[O:14])[CH:12]([CH2:15][C:16]2[CH:21]=[CH:20][CH:19]=[CH:18][CH:17]=2)[N:11]([CH3:22])[S:10]1. Procedure details: To a solution of 2-phenylthiomethyl-4-phenylmethyl-5-methyl-1,2,5-thiadiazolidin-3-one 1,1-dioxide (11.78 g, 33.05 mmol) in 200 ml of methylene chloride was added in one portion under nitrogen sulfuryl chloride (3.15 ml, 39.66 mmol) and the mixture was stirred for 3.5 hours at room temperature. The mixture was concentrated in vacuo and the residue was triturated in hexane and purified by flash chromatography (20% ethyl acetate in hexane) to afford 8.82 g (92.4%) of 2-chloromethyl-4-phenylmethyl-... The reactants are [O-][Mn](=O)(=O)=O.[K+] (KMnO4), C(C1=CC=CC=C1)=O (benzaldehyde), [O-][Mn](=O)(=O)=O.[K+] (KMnO4), C(C1=CC=CC=C1)OC1=C(C=O)C=CC=C1OCC1=CC=CC=C1 (2,3-dibenzyloxybenzaldehyde). Solvent: O (H2O), CC(=O)C (acetone), CC(=O)C (acetone). Conditions: temperature 40 celsius. The product is C(C1=CC=CC=C1)OC1=C(C(=O)O)C=CC=C1OCC1=CC=CC=C1 (2,3-dibenzyloxybenzoic acid). Isolated yield 212.7%. RXN SMILES: [CH2:1]([O:8][C:9]1[C:16]([O:17][CH2:18][C:19]2[CH:24]=[CH:23][CH:22]=[CH:21][CH:20]=2)=[CH:15][CH:14]=[CH:13][C:10]=1[CH:11]=[O:12])[C:2]1[CH:7]=[CH:6][CH:5]=[CH:4][CH:3]=1.[O-:25][Mn](=O)(=O)=O.[K+].C(=O)C1C=CC=CC=1>CC(C)=O.O>[CH2:1]([O:8][C:9]1[C:16]([O:17][CH2:18][C:19]2[CH:24]=[CH:23][CH:22]=[CH:21][CH:20]=2)=[CH:15][CH:14]=[CH:13][C:10]=1[C:11]([OH:25])=[O:12])[C:2]1[CH:3]=[CH:4][CH:5]=[CH:6][CH:7]=1 |f:1.2|. Procedure: 19.8 g of 2,3-dibenzyloxybenzaldehyde are dissolved in 100 ml of acetone. While stirring vigorously and heating at 40° C., a solution of 4.0 g of KMnO4 in 90 ml of H2O is added within 45 min, the precipitated benzaldehyde being redissolved by the addition of a total of 150 ml of acetone. Once addition of the KMnO4 solution is complete, the mixture is boiled under reflux for one hour. The hot solution is then filtered, and the precipitate is washed with hot water. The carboxylic acid crystallizes...